This data is from the Open Reaction Database (ORD), a public repository of structured organic reaction records. The task is: describe an organic reaction: reactants, conditions, products, and yield Reaction SMILES: [Cl:16][CH2:17][CH2:18][Cl:19].[F:1][C:2]([c:3]1[cH:4][cH:5][c:6]2[c:7]([OH:13])[cH:8][cH:9][n:10][c:11]2[cH:12]1)([F:14])[F:15].[K+:20].[K+:21].[K+:27].[O-:22][C:23]([O-:24])=[O:25].[OH-:26].[OH2:28]>>[F:1][C:2]([c:3]1[cH:4][cH:5][c:6]2[c:7]([O:13][CH2:18][CH2:17][Cl:16])[cH:8][cH:9][n:10][c:11]2[cH:12]1)([F:14])[F:15]. Reactants: ClCCCl, Oc1ccnc2cc(C(F)(F)F)ccc12, [K+], [K+], [K+], O=C([O-])[O-], [OH-], O. Yields the product FC(F)(F)c1ccc2c(OCCCl)ccnc2c1. Starting materials: ClC1=C(C=CC(=C1)Cl)C=1N=C(NC1)CC1=CC2=CC=C(C=C2C=C1)OC (4-(2,4-Dichloro-phenyl)-2-(6-methoxy-naphthalen-2-ylmethyl)-1H-imidazole), FC1=CC=C(C=C1)[N+](=O)[O-] (1-fluoro-4-nitrobenzene). The product is ClC1=C(C=CC(=C1)Cl)C=1N=C(N(C1)C1=CC=C(C=C1)[N+](=O)[O-])CC1=CC2=CC=C(C=C2C=C1)OC (4-(2,4-dichloro-phenyl)-1-(4-nitro-phenyl)-2-(6-methoxy-naphthalen-2-ylmethyl)-1H-imidazole). As a reaction SMILES: [Cl:1][C:2]1[CH:7]=[C:6]([Cl:8])[CH:5]=[CH:4][C:3]=1[C:9]1[N:10]=[C:11]([CH2:14][C:15]2[CH:24]=[CH:23][C:22]3[C:17](=[CH:18][CH:19]=[C:20]([O:25][CH3:26])[CH:21]=3)[CH:16]=2)[NH:12][CH:13]=1.F[C:28]1[CH:33]=[CH:32][C:31]([N+:34]([O-:36])=[O:35])=[CH:30][CH:29]=1>>[Cl:1][C:2]1[CH:7]=[C:6]([Cl:8])[CH:5]=[CH:4][C:3]=1[C:9]1[N:10]=[C:11]([CH2:14][C:15]2[CH:24]=[CH:23][C:22]3[C:17](=[CH:18][CH:19]=[C:20]([O:25][CH3:26])[CH:21]=3)[CH:16]=2)[N:12]([C:28]2[CH:33]=[CH:32][C:31]([N+:34]([O-:36])=[O:35])=[CH:30][CH:29]=2)[CH:13]=1. Procedure details: 4-(2,4-Dichloro-phenyl)-2-(6-methoxy-naphthalen-2-ylmethyl)-1H-imidazole (383 mg, 1 mmol) was treated as described in general procedure B using 1-fluoro-4-nitrobenzene to give 4-(2,4-dichloro-phenyl)-1-(4-nitro-phenyl)-2-(6-methoxy-naphthalen-2-ylmethyl)-1H-imidazole. The reactants are CC(C)(C)OC(C(CCN1C(C2=CC=C(C=C2C1=O)OCC1=CC=CC=C1)=O)NC(CC(C)C)C(=O)NCC1=CC=CC=C1)=O (2-[1-(benzylamino)carbonyl-3-methyl-butylamino]-4-(5-benzyloxy-1,3-dioxo-1,3-dihydro-isoindol-2-yl)-butanoic acid-1,1-dimethylethyl ester), [H][H] (hydrogen). Reagents/catalysts: [Pd] (Palladium on carbon). Solvent: C(C)O (ethanol). Run at time 15 hour. The product is CC(C)(C)OC([C@@H](CCN1C(C2=CC=C(C=C2C1=O)O)=O)N[C@@H](CC(C)C)C(=O)NCC1=CC=CC=C1)=O (2-(R)-[1-(S)-(Benzylamino)carbonyl-3-methyl-butylamino]-4-(5-hydroxy-1,3-dioxo-1,3-dihydro-isoindol-2-yl)-butanoic acid-1,1-dimethylethyl ester). Yield: 77.4%. Reaction SMILES: [CH3:1][C:2]([O:5][C:6](=[O:45])[CH:7]([NH:29][CH:30]([C:35]([NH:37][CH2:38][C:39]1[CH:44]=[CH:43][CH:42]=[CH:41][CH:40]=1)=[O:36])[CH2:31][CH:32]([CH3:34])[CH3:33])[CH2:8][CH2:9][N:10]1[C:18](=[O:19])[C:17]2[C:12](=[CH:13][CH:14]=[C:15]([O:20]CC3C=CC=CC=3)[CH:16]=2)[C:11]1=[O:28])([CH3:4])[CH3:3].[H][H]>[Pd].C(O)C>[CH3:1][C:2]([O:5][C:6](=[O:45])[C@H:7]([NH:29][C@H:30]([C:35]([NH:37][CH2:38][C:39]1[CH:44]=[CH:43][CH:42]=[CH:41][CH:40]=1)=[O:36])[CH2:31][CH:32]([CH3:34])[CH3:33])[CH2:8][CH2:9][N:10]1[C:18](=[O:19])[C:17]2[C:12](=[CH:13][CH:14]=[C:15]([OH:20])[CH:16]=2)[C:11]1=[O:28])([CH3:4])[CH3:3]. Procedure details: 100 mg of 2-[1-(benzylamino)carbonyl-3-methyl-butylamino]-4-(5-benzyloxy-1,3-dioxo-1,3-dihydro-isoindol-2-yl)-butanoic acid-1,1-dimethylethyl ester, prepared as in Example 76 where the protecting group Rp, 1,1-dimethylethyl, was not removed following the condensation reaction seen in Scheme 2, was added to 10 mg of 10% Palladium on carbon in 2.5 mL absolute ethanol under 1 atmosphere of hydrogen. The mixture was stirred for 15 h and filtered through celite. The solvent was removed by evaporation... Starting materials: CCOC(=O)N1CCN(C(=O)C(N)CCS(C)(=O)=O)CC1, ClCCCl, CCN(C(C)C)C(C)C, CN(C)C=O, O=C(O)c1cc(O)n(-c2ccccc2)n1, On1nnc2ccccc21. Yields the product CCOC(=O)N1CCN(C(=O)C(CCS(C)(=O)=O)NC(=O)c2cc(O)n(-c3ccccc3)n2)CC1. As a reaction SMILES: [CH2:16]([CH3:17])[O:18][C:19](=[O:20])[N:21]1[CH2:22][CH2:23][N:24]([C:27]([CH:28]([CH2:29][CH2:30][S:31](=[O:32])(=[O:33])[CH3:34])[NH2:35])=[O:36])[CH2:25][CH2:26]1.[CH2:61]([Cl:62])[CH2:63][Cl:64].[CH:47]([N:48]([CH2:49][CH3:50])[CH:51]([CH3:52])[CH3:53])([CH3:54])[CH3:55].[O:56]=[CH:57][N:58]([CH3:59])[CH3:60].[OH:1][c:2]1[cH:3][c:4]([C:13](=[O:14])[OH:15])[n:5][n:6]1-[c:7]1[cH:8][cH:9][cH:10][cH:11][cH:12]1.[OH:37][n:38]1[c:39]2[c:40]([cH:41][cH:42][cH:43][cH:44]2)[n:45][n:46]1>>[OH:1][c:2]1[cH:3][c:4]([C:13](=[O:15])[NH:35][CH:28]([C:27]([N:24]2[CH2:23][CH2:22][N:21]([C:19]([O:18][CH2:16][CH3:17])=[O:20])[CH2:26][CH2:25]2)=[O:36])[CH2:29][CH2:30][S:31](=[O:32])(=[O:33])[CH3:34])[n:5][n:6]1-[c:7]1[cH:8][cH:9][cH:10][cH:11][cH:12]1. Reactants: C(C1=CC=CC=C1)NNC(=O)C1=NC(=NO1)C1=CC=C(C=C1)OC(F)(F)F (N′-benzyl-3-(4-(trifluoromethoxy)phenyl)-1,2,4-oxadiazole-5-carbohydrazide), Cl.C(C1=CN=CC=C1)(N)=N (nicotinimidamide hydrochloride), [OH-].[Na+].C(C)O (NaOH ethanol). Conditions: temperature 65 celsius. The product is FC(C(=O)[O-])(F)F.C(C1=CC=CC=C1)N1N=C(N=C1C=1C=[NH+]C=CC1)C1=NC(=NO1)C1=CC=C(C=C1)OC(F)(F)F (3-(1-Benzyl-3-(3-(4-(trifluoromethoxy)phenyl)-1,2,4-oxadiazol-5-yl)-1H-1,2,4-triazol-5-yl)pyridin-1-ium trifluoroacetate). Yield: 5.7%. RXN SMILES: [CH2:1]([NH:8][NH:9][C:10]([C:12]1[O:16][N:15]=[C:14]([C:17]2[CH:22]=[CH:21][C:20]([O:23][C:24]([F:27])([F:26])[F:25])=[CH:19][CH:18]=2)[N:13]=1)=O)[C:2]1[CH:7]=[CH:6][CH:5]=[CH:4][CH:3]=1.Cl.[C:29](=N)([NH2:36])[C:30]1[CH:35]=[CH:34][CH:33]=[N:32][CH:31]=1.[OH-:38].[Na+].[CH2:40]([OH:42])C>>[F:27][C:24]([F:25])([F:26])[C:40]([O-:42])=[O:38].[CH2:1]([N:8]1[C:29]([C:30]2[CH:31]=[NH+:32][CH:33]=[CH:34][CH:35]=2)=[N:36][C:10]([C:12]2[O:16][N:15]=[C:14]([C:17]3[CH:22]=[CH:21][C:20]([O:23][C:24]([F:27])([F:26])[F:25])=[CH:19][CH:18]=3)[N:13]=2)=[N:9]1)[C:2]1[CH:7]=[CH:6][CH:5]=[CH:4][CH:3]=1 |f:1.2,3.4.5,6.7|. Procedure: A mixture of N′-benzyl-3-(4-(trifluoromethoxy)phenyl)-1,2,4-oxadiazole-5-carbohydrazide (40 mg, 0.11 mmol) and nicotinimidamide hydrochloride (33 mg, 0.21 mmol) in 2N NaOH ethanol solution (1.1 mL, 0.21 mmol) was heated to 65° C. for 30 min. The mixture was cooled to RT and concentrated under reduced pressure. The crude mixture was taken up in NMP (0.5 mL) and heated to 140° C. for 2 h. The mixture was cooled to RT and partitioned between H2O (0.5 mL) and EtOAc (0.5 mL). The aqueous layer was ex... The reactants are COC(=O)c1c(C)cc(Br)cc1CBr, CCOC(C)=O, Cc1ccccc1, CCCCCC, NCc1ccc(OC(F)(F)F)cc1, [K+], [K+], O=C([O-])[O-]. Product: Cc1cc(Br)cc2c1C(=O)N(Cc1ccc(OC(F)(F)F)cc1)C2. Reaction SMILES: [CH3:1][O:2][C:3]([c:4]1[c:5]([CH2:12][Br:13])[cH:6][c:7]([Br:11])[cH:8][c:9]1[CH3:10])=[O:14].[CH3:34][CH2:35][O:36][C:37](=[O:38])[CH3:39].[CH3:40][c:41]1[cH:42][cH:43][cH:44][cH:45][cH:46]1.[CH3:47][CH2:48][CH2:49][CH2:50][CH2:51][CH3:52].[F:15][C:16]([O:17][c:18]1[cH:19][cH:20][c:21]([CH2:22][NH2:23])[cH:24][cH:25]1)([F:26])[F:27].[K+:28].[K+:29].[O-:30][C:31]([O-:32])=[O:33]>>[C:3]1(=[O:14])[c:4]2[c:5]([cH:6][c:7]([Br:11])[cH:8][c:9]2[CH3:10])[CH2:12][N:23]1[CH2:22][c:21]1[cH:20][cH:19][c:18]([O:17][C:16]([F:15])([F:26])[F:27])[cH:25][cH:24]1. The reactants are CN(C)C=O, O=C(O)NC1CN(C(=O)NS(=O)(=O)N2CCCN(NC(=O)c3cc(=O)c(O)c[nH]3)C2=O)C1=O. Yields the product NC1CN(C(=O)NS(=O)(=O)N2CCCN(NC(=O)c3cc(=O)c(O)c[nH]3)C2=O)C1=O. RXN SMILES: [CH3:34][N:35]([CH3:36])[CH:37]=[O:38].[OH:1][c:2]1[c:3](=[O:33])[cH:4][c:5]([C:8](=[O:9])[NH:10][N:11]2[C:12](=[O:32])[N:13]([S:17](=[O:18])(=[O:19])[NH:20][C:21](=[O:22])[N:23]3[C:24](=[O:31])[CH:25]([NH:27][C:28](=[O:29])[OH:30])[CH2:26]3)[CH2:14][CH2:15][CH2:16]2)[nH:6][cH:7]1>>[OH:1][c:2]1[c:3](=[O:33])[cH:4][c:5]([C:8](=[O:9])[NH:10][N:11]2[C:12](=[O:32])[N:13]([S:17](=[O:18])(=[O:19])[NH:20][C:21](=[O:22])[N:23]3[C:24](=[O:31])[CH:25]([NH2:27])[CH2:26]3)[CH2:14][CH2:15][CH2:16]2)[nH:6][cH:7]1. Starting materials: CC(C)(C)[NH3+], ClCc1ccc2c(c1)OCO2, [Cl-], [H-], [Na+], CN(C)C=O, OCCC1CCCCN1c1ccnc(-n2ccnc2)n1. Product: c1cn(-c2nccc(N3CCCCC3CCOCc3ccc4c(c3)OCO4)n2)cn1. RXN SMILES: [C:35]([NH3+:36])([CH3:37])([CH3:38])[CH3:39].[CH2:23]([c:24]1[cH:25][c:26]2[c:30]([cH:31][cH:32]1)[O:29][CH2:28][O:27]2)[Cl:33].[Cl-:34].[H-:22].[Na+:21].[O:40]=[CH:41][N:42]([CH3:43])[CH3:44].[n:1]1(-[c:6]2[n:7][cH:8][cH:9][c:10]([N:12]3[CH:13]([CH2:18][CH2:19][OH:20])[CH2:14][CH2:15][CH2:16][CH2:17]3)[n:11]2)[cH:2][n:3][cH:4][cH:5]1>>[n:1]1(-[c:6]2[n:7][cH:8][cH:9][c:10]([N:12]3[CH:13]([CH2:18][CH2:19][O:20][CH2:23][c:24]4[cH:25][c:26]5[c:30]([cH:31][cH:32]4)[O:29][CH2:28][O:27]5)[CH2:14][CH2:15][CH2:16][CH2:17]3)[n:11]2)[cH:2][n:3][cH:4][cH:5]1. Starting materials: C[O-].[Na+] (Sodium methoxide), C(C)C1=CN=C(O1)CCNC(=O)NC=1SC(=C(N1)C)C1=NC(=NC(=C1)C)S(=O)C (1-[2-(5-Ethyl-oxazol-2-yl)-ethyl]-3-[5-(2-methanesulfinyl-6-methyl-pyrimidin-4-yl)-4-methyl-thiazol-2-yl]-urea). Solvent: CO (methanol). Reaction conditions: time 18 hour. Product: C(C)C1=CN=C(O1)CCNC(=O)NC=1SC(=C(N1)C)C1=NC(=NC(=C1)C)OC (1-[2-(5-Ethyl-oxazol-2-yl)-ethyl]-3-[5-(2-methoxy-6-methyl-pyrimidin-4-yl)-4-methyl-thiazol-2-yl]-urea). As a reaction SMILES: [CH3:1][O-:2].[Na+].[CH2:4]([C:6]1[O:10][C:9]([CH2:11][CH2:12][NH:13][C:14]([NH:16][C:17]2[S:18][C:19]([C:23]3[CH:28]=[C:27]([CH3:29])[N:26]=[C:25](S(C)=O)[N:24]=3)=[C:20]([CH3:22])[N:21]=2)=[O:15])=[N:8][CH:7]=1)[CH3:5]>CO>[CH2:4]([C:6]1[O:10][C:9]([CH2:11][CH2:12][NH:13][C:14]([NH:16][C:17]2[S:18][C:19]([C:23]3[CH:28]=[C:27]([CH3:29])[N:26]=[C:25]([O:2][CH3:1])[N:24]=3)=[C:20]([CH3:22])[N:21]=2)=[O:15])=[N:8][CH:7]=1)[CH3:5] |f:0.1|. Reported procedure: Sodium methoxide (2M in MeOH, 0.115 ml, 0.23 mmol) is added to a stirred solution of 1-[2-(5-ethyl-oxazol-2-yl)-ethyl]-3-[5-(2-methanesulfinyl-6-methyl-pyrimidin-4-yl)-4-methyl-thiazol-2-yl]-urea (Example 40) (0.050 g, 0.115 mmol) in methanol (3 ml) at room temperature. After 18 hours, the solvent is removed and the residue is dissolved in DCM and washed with water. The product is extracted into 1M HCl and the aqueous extract is washed with DCM. The aqueous phase is then basified with aq. NaOH a... The reactants are C(CCCCCCCCCCC)NCCCCCCCCCCCC (didodecylamine), OO (hydrogen peroxide). The solvent is C(CC)O (n-propanol). Reaction conditions: time 72 hour. Yields the product C(CCCCCCCCCCC)N(O)CCCCCCCCCCCC (N,N-Di(dodecyl)hydroxylamine). RXN SMILES: [CH2:1]([NH:13][CH2:14][CH2:15][CH2:16][CH2:17][CH2:18][CH2:19][CH2:20][CH2:21][CH2:22][CH2:23][CH2:24][CH3:25])[CH2:2][CH2:3][CH2:4][CH2:5][CH2:6][CH2:7][CH2:8][CH2:9][CH2:10][CH2:11][CH3:12].[OH:26]O>C(O)CC>[CH2:14]([N:13]([CH2:1][CH2:2][CH2:3][CH2:4][CH2:5][CH2:6][CH2:7][CH2:8][CH2:9][CH2:10][CH2:11][CH3:12])[OH:26])[CH2:15][CH2:16][CH2:17][CH2:18][CH2:19][CH2:20][CH2:21][CH2:22][CH2:23][CH2:24][CH3:25]. Reported procedure: Following the general procedure of Example 5, to a solution of 50 grams (0.14 mol) of didodecylamine dissolved in 200 ml of n-propanol at 40° C. is added dropwise 9.62 grams (0.14 mol) of 50% aqueous hydrogen peroxide solution. After 72 hours at 40-45° C., the reaction mixture is filtered to give a crude product which is subsequently recrystallized from 300 ml of hexane. The above-named product is obtained in a yield of 24.8 grams (48%) as white needles melting at 90-92° C.